From a dataset of the Open Reaction Database (ORD), a public repository of structured organic reaction records. describe an organic reaction: reactants, conditions, products, and yield As a reaction SMILES: [CH3:26][CH:27]([OH:28])[CH3:29].[OH-:30].[OH-:32].[Pd+2:31].[c:1]1(-[c:7]2[cH:8][n:9][n:10]3[c:11]2[n:12][cH:13][c:14](-[c:16]2[cH:17][cH:18][c:19]([C:22]#[C:23][CH2:24][OH:25])[cH:20][cH:21]2)[cH:15]3)[cH:2][cH:3][cH:4][cH:5][cH:6]1>>[c:1]1(-[c:7]2[cH:8][n:9][n:10]3[c:11]2[n:12][cH:13][c:14](-[c:16]2[cH:17][cH:18][c:19]([CH2:22][CH2:23][CH2:24][OH:25])[cH:20][cH:21]2)[cH:15]3)[cH:2][cH:3][cH:4][cH:5][cH:6]1. Reactants: CC(C)O, [OH-], [OH-], [Pd+2], OCC#Cc1ccc(-c2cnc3c(-c4ccccc4)cnn3c2)cc1. Yields the product OCCCc1ccc(-c2cnc3c(-c4ccccc4)cnn3c2)cc1. Reactants: C(C)OC(COC1=CC=C(C=C1)C(=C(CCCl)C1=CC=CC=C1)C1=CC=CC=C1)=O ([4-(4-Chloro-1,2-diphenyl-but-1-enyl)-phenoxy]-acetic acid ethyl ester), [H-].[Al+3].[Li+].[H-].[H-].[H-] (Lithium aluminium hydride). Run in O1CCCC1 (tetrahydrofuran). Yields the product ClCCC(=C(C1=CC=CC=C1)C1=CC=C(OCCO)C=C1)C1=CC=CC=C1 (2-[4-(4-Chloro-1,2-diphenyl-but-1-enyl)-phenoxy]-ethanol). Reaction SMILES: C([O:3][C:4](=O)[CH2:5][O:6][C:7]1[CH:12]=[CH:11][C:10]([C:13]([C:24]2[CH:29]=[CH:28][CH:27]=[CH:26][CH:25]=2)=[C:14]([C:18]2[CH:23]=[CH:22][CH:21]=[CH:20][CH:19]=2)[CH2:15][CH2:16][Cl:17])=[CH:9][CH:8]=1)C.[H-].[Al+3].[Li+].[H-].[H-].[H-]>O1CCCC1>[Cl:17][CH2:16][CH2:15][C:14]([C:18]1[CH:19]=[CH:20][CH:21]=[CH:22][CH:23]=1)=[C:13]([C:10]1[CH:9]=[CH:8][C:7]([O:6][CH2:5][CH2:4][OH:3])=[CH:12][CH:11]=1)[C:24]1[CH:25]=[CH:26][CH:27]=[CH:28][CH:29]=1 |f:1.2.3.4.5.6|. Procedure: [4-(4-Chloro-1,2-diphenyl-but-1-enyl)-phenoxy]-acetic acid ethyl ester (Example 7) was dissolved in tetrahydrofuran at room temperature under nitrogen atmosphere. Lithium aluminium hydride was added to the solution in small portions until the reaction was complete. The reaction was quenched by adding saturated ammonium chloride solution to the mixture. The product was extracted into toluene, which was dried and evaporated in vacuo. The yield 100 mg, 43%.